Dataset: the Open Reaction Database (ORD), a public repository of structured organic reaction records. Task: describe an organic reaction: reactants, conditions, products, and yield Starting materials: CC1=CC=C(C(=O)O)C=C1 (4-methylbenzoic acid), ClC1=CC=2N(C(=C1)F)N=C(C2C(=O)N(C(OC(C)(C)C)=O)C)C2=CC=C(C=C2)F (tert-butyl 5-chloro-7-fluoro-2-(4-fluorophenyl)pyrazolo[1,5-a]pyridine-3-carbonyl(methyl)carbamate), CC1=C(C=C(C(=O)O)C=C1)B1OC(C(O1)(C)C)(C)C (4-methyl-3-(4,4,5,5-tetramethyl-1,3,2-dioxaborolan-2-yl)benzoic acid), C([O-])([O-])=O.[Na+].[Na+] (sodium carbonate), tetrakis(tiphenylphosphine)palladium(0). The solvent is O (water), O1CCOCC1 (dioxane). Run at temperature 95 celsius, time 18 hour. Product: C(C)(C)(C)OC(=O)N(C(=O)C=1C(=NN2C1C=C(C=C2F)C=2C=C(C(=O)O)C=CC2C)C2=CC=C(C=C2)F)C (3-(3-(tert-butoxycarbonyl(methyl)carbamoyl)-7-fluoro-2-(4-fluorophenyl)pyrazolo[1,5-a]pyridin-5-yl)-4-methylbenzoic acid). Reaction SMILES: [CH3:1][C:2]1[CH:10]=[CH:9][C:5]([C:6]([OH:8])=[O:7])=[CH:4][CH:3]=1.Cl[C:12]1[CH:17]=[C:16]([F:18])[N:15]2[N:19]=[C:20]([C:33]3[CH:38]=[CH:37][C:36]([F:39])=[CH:35][CH:34]=3)[C:21]([C:22]([N:24]([CH3:32])[C:25](=[O:31])[O:26][C:27]([CH3:30])([CH3:29])[CH3:28])=[O:23])=[C:14]2[CH:13]=1.CC1C=CC(C(O)=O)=CC=1B1OC(C)(C)C(C)(C)O1.C(=O)([O-])[O-].[Na+].[Na+]>O.O1CCOCC1>[C:27]([O:26][C:25]([N:24]([CH3:32])[C:22]([C:21]1[C:20]([C:33]2[CH:34]=[CH:35][C:36]([F:39])=[CH:37][CH:38]=2)=[N:19][N:15]2[C:16]([F:18])=[CH:17][C:12]([C:3]3[CH:4]=[C:5]([CH:9]=[CH:10][C:2]=3[CH3:1])[C:6]([OH:8])=[O:7])=[CH:13][C:14]=12)=[O:23])=[O:31])([CH3:30])([CH3:29])[CH3:28] |f:3.4.5|. Procedure details: 3-(3-(tert-butoxycarbonyl)methyl)carbamoyl)-7-fluoro-2-(4-fluorophenyl)pyrazolo[1,5-a]pyridin-5-yl)-4-methylbenzoic acid. To a degassed mixture containing tert-butyl 5-chloro-7-fluoro-2-(4-fluorophenyl)pyrazolo[1,5-a]pyridine-3-carbonyl(methyl)carbamate (0.060 g, 0.14 mmol), 4-methyl-3-(4,4,5,5-tetramethyl-1,3,2-dioxaborolan-2-yl)benzoic acid (0.047 g, 0.18 mmol), sodium carbonate (0.043 g, 0.43 mmol), dioxane (1.2 mL) and water (0.24 mL) was added tetrakis(tiphenylphosphine)palladium(0) (0.005 ... Product: COC1=CC=C(CN2C(C3(C4=CC=CC=C24)COC=2C3=CC3=C(C(=NO3)C)C2)=O)C=C1 (1′-(4-methoxybenzyl)-3-methylspiro[furo[2,3-f][1,2]benzisoxazole-7,3′-indol]-2′(1′H)-one). As a reaction SMILES: [OH:1][C:2]1[C:3]([CH:12]2[C:20]3[C:15](=[CH:16][CH:17]=[CH:18][CH:19]=3)[N:14]([CH2:21][C:22]3[CH:27]=[CH:26][C:25]([O:28][CH3:29])=[CH:24][CH:23]=3)[C:13]2=[O:30])=[CH:4][C:5]2[O:9][N:8]=[C:7]([CH3:10])[C:6]=2[CH:11]=1.[C:31]1(C(C2C=CC=CC=2)N2C3C(=CC=CC=3)C(C3C=C(C)C(OC)=CC=3O)C2=O)C=CC=CC=1>>[CH3:29][O:28][C:25]1[CH:24]=[CH:23][C:22]([CH2:21][N:14]2[C:15]3[C:20](=[CH:19][CH:18]=[CH:17][CH:16]=3)[C:12]3([C:3]4=[CH:4][C:5]5[O:9][N:8]=[C:7]([CH3:10])[C:6]=5[CH:11]=[C:2]4[O:1][CH2:31]3)[C:13]2=[O:30])=[CH:27][CH:26]=1. Starting materials: OC=1C(=CC2=C(C(=NO2)C)C1)C1C(N(C2=CC=CC=C12)CC1=CC=C(C=C1)OC)=O (3-(5-hydroxy-3-methyl-1,2-benzisoxazol-6-yl)-1-(4-methoxybenzyl)-1,3-dihydro-2H-indol-2-one), C1(=CC=CC=C1)C(N1C(C(C2=CC=CC=C12)C1=C(C=C(C(=C1)C)OC)O)=O)C1=CC=CC=C1 (1-(diphenylmethyl)-3-(2-hydroxy-4-methoxy-5-methylphenyl)-1,3-dihydro-2H-indol-2-one). Reported procedure: Following the procedure as described in EXAMPLE 2 and making non-critical variations using 3-(5-hydroxy-3-methyl-1,2-benzisoxazol-6-yl)-1-(4-methoxybenzyl)-1,3-dihydro-2H-indol-2-one to replace 1-(diphenylmethyl)-3-(2-hydroxy-4-methoxy-5-methylphenyl)-1,3-dihydro-2H-indol-2-one, 1′-(4-methoxybenzyl)-3-methylspiro[furo[2,3-f][1,2]benzisoxazole-7,3′-indol]-2′(1′H)-one was obtained (17%): mp 183-184° C. (ethyl acetate/hexanes); 1H NMR (300 MHz, CDCl3) δ 7.29-7.21 (m, 3H), 7.13-7.10 (m, 1H), 7.05 (s... Reactants: CC1=CC2=C(NC3=C(N=C2N2CCNCC2)C=CC=C3)S1 (2-methyl-4-(1-piperazinyl)-10H-thieno[2,3-b][1,5]benzodiazepine), CC1=CC2=C(NC3=C(N=C2N2CCNCC2)C=CC=C3)S1 (2-methyl-4-(1-piperazinyl)-10H-thieno[2,3-b][1,5]benzo diazepine), C(C)OC(C(NC(=O)OC(C)(C)C)=C)=O (N-Boc-dehydroalanine ethyl ester). Run in CCO (EtOH). The product is C(=O)(OC(C)(C)C)NC(C(=O)OCC)CN1CCN(CC1)C=1C2=C(NC3=C(N1)C=CC=C3)SC(=C2)C (2-(N-Boc)amino-3-[4-(2-methyl-10H-thieno[2,3-b][1,5]benzodiazepin-4-yl)-piperazin-1-yl]-propionic acid, ethyl ester). RXN SMILES: [CH3:1][C:2]1[S:21][C:5]2[NH:6][C:7]3[CH:20]=[CH:19][CH:18]=[CH:17][C:8]=3[N:9]=[C:10]([N:11]3[CH2:16][CH2:15][NH:14][CH2:13][CH2:12]3)[C:4]=2[CH:3]=1.[CH2:22]([O:24][C:25](=[O:36])[C:26](=[CH2:35])[NH:27][C:28]([O:30][C:31]([CH3:34])([CH3:33])[CH3:32])=[O:29])[CH3:23]>CCO>[C:28]([NH:27][CH:26]([CH2:35][N:14]1[CH2:15][CH2:16][N:11]([C:10]2[C:4]3[CH:3]=[C:2]([CH3:1])[S:21][C:5]=3[NH:6][C:7]3[CH:20]=[CH:19][CH:18]=[CH:17][C:8]=3[N:9]=2)[CH2:12][CH2:13]1)[C:25]([O:24][CH2:22][CH3:23])=[O:36])([O:30][C:31]([CH3:33])([CH3:34])[CH3:32])=[O:29]. Procedure details: A mixture of 2-methyl-4-(1-piperazinyl)-10H-thieno[2,3-b][1,5]benzodiazepine, compound D above, (0.14 g, 0.46 mmol, 1 eq) and N-Boc-dehydroalanine ethyl ester (G, 0.1 g, 0.46 mmol, 1 eq) in 4 ml of anhydrous EtOH was refluxed at 60-65° C. overnight. The solvent was evaporated to dryness and the crude product was purified by flash chromatography (eluent—40% EtOAc in Hexanes). Yield—0.15 g (65%) Starting materials: Cl (hydrochloric acid), C(CCCCCCC)C1=CC=C(C=C1)CC(=S)N1CCOCC1 (4[2-(4-octylphenyl)-1-thioxoethyl]morpholine), C(C)O (ethanol), [OH-].[K+] (potassium hydroxide). The solvent is O (water), C(C)(=O)OCC (ethyl acetate). The product is C(CCCCCCC)C1=CC=C(C=C1)CC(=O)O (p-octylphenylacetic acid). Isolated yield 74.0%. As a reaction SMILES: [CH2:1]([C:9]1[CH:14]=[CH:13][C:12](CC(N2CCOCC2)=S)=[CH:11][CH:10]=1)[CH2:2][CH2:3][CH2:4][CH2:5][CH2:6][CH2:7][CH3:8].[CH2:24]([OH:26])[CH3:25].[OH-:27].[K+].Cl>C(OCC)(=O)C.O>[CH2:1]([C:9]1[CH:10]=[CH:11][C:12]([CH2:25][C:24]([OH:27])=[O:26])=[CH:13][CH:14]=1)[CH2:2][CH2:3][CH2:4][CH2:5][CH2:6][CH2:7][CH3:8] |f:2.3|. Procedure: 117 g of the 4[2-(4-octylphenyl)-1-thioxoethyl]morpholine was added to 250 ml of ethanol and dissolved therein. 50 ml of water and 46.3 g of potassium hydroxide were added to the obtained solution and the mixture was refluxed for three hours and then allowed to cool to room temperature. Then 10% hydrochloric acid was added thereto by portions until the mixture became acidic. After adding 500 ml of ethyl acetate, the organic layer was washed with water until the aqueous layer became neutral. The ... Reactants: C=C(OCC)c1nc(N)nc(SC)c1C#N, [Na+], C1COCCO1, [S-]CCc1ccccn1. Yields the product C=C(OCC)c1nc(N)nc(SCCc2ccccn2)c1C#N. As a reaction SMILES: [NH2:1][c:2]1[n:3][c:4]([S:15][CH3:16])[c:5]([C:13]#[N:14])[c:6]([C:8](=[CH2:9])[O:10][CH2:11][CH3:12])[n:7]1.[Na+:26].[O:27]1[CH2:28][CH2:29][O:30][CH2:31][CH2:32]1.[n:17]1[c:18]([CH2:23][CH2:24][S-:25])[cH:19][cH:20][cH:21][cH:22]1>>[NH2:1][c:2]1[n:3][c:4]([S:15][CH2:16][CH2:23][c:18]2[n:17][cH:22][cH:21][cH:20][cH:19]2)[c:5]([C:13]#[N:14])[c:6]([C:8](=[CH2:9])[O:10][CH2:11][CH3:12])[n:7]1. The reactants are [Br-], CCCC[N+](CCCC)(CCCC)CCCC, CC1(C)C(=O)Nc2ccc(O)cc21, [K+], [K+], O=C([O-])[O-], CN(C)C=O, ClCc1ccc(OCc2ccc3ccccc3n2)cc1. Product: CC1(C)C(=O)Nc2ccc(OCc3ccc(OCc4ccc5ccccc5n4)cc3)cc21. RXN SMILES: [Br-:45].[CH2:46]([N+:47]([CH2:48][CH2:49][CH2:50][CH3:51])([CH2:52][CH2:53][CH2:54][CH3:55])[CH2:56][CH2:57][CH2:58][CH3:59])[CH2:60][CH2:61][CH3:62].[CH3:21][C:22]1([CH3:33])[C:23](=[O:32])[NH:24][c:25]2[cH:26][cH:27][c:28]([OH:31])[cH:29][c:30]21.[K+:34].[K+:35].[O-:36][C:37]([O-:38])=[O:39].[O:40]=[CH:41][N:42]([CH3:43])[CH3:44].[n:1]1[c:2]([CH2:11][O:12][c:13]2[cH:14][cH:15][c:16]([CH2:17][Cl:18])[cH:19][cH:20]2)[cH:3][cH:4][c:5]2[cH:6][cH:7][cH:8][cH:9][c:10]12>>[n:1]1[c:2]([CH2:11][O:12][c:13]2[cH:14][cH:15][c:16]([CH2:17][O:31][c:28]3[cH:27][cH:26][c:25]4[c:30]([cH:29]3)[C:22]([CH3:21])([CH3:33])[C:23](=[O:32])[NH:24]4)[cH:19][cH:20]2)[cH:3][cH:4][c:5]2[cH:6][cH:7][cH:8][cH:9][c:10]12. Starting materials: ClCC1=C(C=C(C=C1)CCl)C1=C(C=CC(=C1)C)C (2′,5′-bis-chloromethyl-2,5-dimethylbiphenyl), P(OCC)(OCC)OCC (triethyl phosphite). Yields the product C(C)OP(OCC)(=O)CC1=C(C=C(C=C1)CP(=O)(OCC)OCC)C1=C(C=CC(=C1)C)C (diethyl[5-(diethoxyphosphorylmethyl)-2′,5′-di-methylbiphenyl-2-ylmethyl]phosphonate). Reaction SMILES: Cl[CH2:2][C:3]1[CH:8]=[CH:7][C:6]([CH2:9]Cl)=[CH:5][C:4]=1[C:11]1[CH:16]=[C:15]([CH3:17])[CH:14]=[CH:13][C:12]=1[CH3:18].[P:19]([O:26]CC)([O:23][CH2:24][CH3:25])[O:20][CH2:21][CH3:22]>>[CH2:21]([O:20][P:19]([CH2:2][C:3]1[CH:8]=[CH:7][C:6]([CH2:9][P:19]([O:20][CH2:21][CH3:22])([O:23][CH2:24][CH3:25])=[O:26])=[CH:5][C:4]=1[C:11]1[CH:16]=[C:15]([CH3:17])[CH:14]=[CH:13][C:12]=1[CH3:18])(=[O:26])[O:23][CH2:24][CH3:25])[CH3:22]. Procedure: 50 g (180 mmol) of 2′,5′-bis-chloromethyl-2,5-dimethylbiphenyl are heated at 160° C. in 63 ml (366 mmol) of triethyl phosphite until the evolution of gas is complete. The residue which remains is employed in the subsequent reaction without further purification.